Dataset: the Open Reaction Database (ORD), a public repository of structured organic reaction records. Task: describe an organic reaction: reactants, conditions, products, and yield Starting materials: [BH4-], CC(=O)[O-], CC(=O)O, CS(C)=O, CCOC(C)=O, O=Cc1ccc(COc2ccc(F)cc2)nc1, C[N+](=O)[O-], [NH4+], [Na+], O. The product is O=[N+]([O-])CCc1ccc(COc2ccc(F)cc2)nc1. RXN SMILES: [BH4-:27].[CH3:23][C:24](=[O:25])[O-:26].[CH3:30][C:31](=[O:32])[OH:33].[CH3:34][S:35](=[O:36])[CH3:37].[CH3:38][CH2:39][O:40][C:41](=[O:42])[CH3:43].[F:1][c:2]1[cH:3][cH:4][c:5]([O:6][CH2:7][c:8]2[cH:9][cH:10][c:11]([CH:14]=[O:15])[cH:12][n:13]2)[cH:16][cH:17]1.[N+:18](=[O:19])([O-:20])[CH3:21].[NH4+:22].[Na+:28].[OH2:29]>>[F:1][c:2]1[cH:3][cH:4][c:5]([O:6][CH2:7][c:8]2[cH:9][cH:10][c:11]([CH2:14][CH2:21][N+:18](=[O:19])[O-:20])[cH:12][n:13]2)[cH:16][cH:17]1. Reactants: CC1(SCC(=N1)C)C (2,2,4-trimethyl-3-thiazoline), C(C)(=O)O (acetic acid), C(C)(=O)OC(C)=O (acetic anhydride), solid, N(=O)[O-].[Na+] (sodium nitrite), ice, [OH-].[Na+] (sodium hydroxide). The solvent is C1(=CC=CC=C1)C (toluene), O (water). Reaction conditions: time 2 hour. The product is N(O)=C1C(=NC(S1)(C)C)C (5-oxo-2,2,4-trimethyl-3-thiazoline oxime). As a reaction SMILES: [N:1]([O-:3])=O.[Na+].[CH3:5][C:6]1([CH3:12])[N:10]=[C:9]([CH3:11])[CH2:8][S:7]1.C(O)(=O)C.C(OC(=O)C)(=O)C.[OH-].[Na+]>O.C1(C)C=CC=CC=1>[N:1](=[C:8]1[S:7][C:6]([CH3:12])([CH3:5])[N:10]=[C:9]1[CH3:11])[OH:3] |f:0.1,5.6|. Procedure: 7.0 g (0.1 mol) of solid sodium nitrite are added portionwise while stirring well to a mixture of 12.9 g (0.1 mol) of 2,2,4-trimethyl-3-thiazoline, 12.0 g (0.2 mol) of acetic acid, 10.2 g (0.1mol) of acetic anhydride and 35 g of toluene at 10° C. The temperature of the mixture is allowed to rise to room temperature over 2 hours and the mixture is stirred at this temperature for an additional 16 hours. An ice-cold solution of 16 g (0.4 mol) of sodium hydroxide in 120 ml of water is then added dro... Starting materials: NC=1SC(=CC1C(=O)N)C1=C(C=C(C=C1)C(C)(C)O)F (2-amino-5-[2-fluoro-4-(1-hydroxy-1-methylethyl)phenyl]thiophene-3-carboxamide), ClC1=NC(=NC=C1)CN1C(COCC1)CF (4-[(4-chloropyrimidin-2-yl)methyl]-3-(fluoromethyl)morpholine). The product is FC1=C(C=CC(=C1)C(C)(C)O)C1=CC(=C(S1)NC1=NC(=NC=C1)CN1C(COCC1)CF)C(=O)N (5-[2-Fluoro-4-(1-hydroxy-1-methylethyl)phenyl]-2-[(2-{[3-(fluoromethyl)morpholin-4-yl]methyl}pyrimidin-4-yl)amino]thiophene-3-carboxamide). Reaction SMILES: [NH2:1][C:2]1[S:3][C:4]([C:10]2[CH:15]=[CH:14][C:13]([C:16]([OH:19])([CH3:18])[CH3:17])=[CH:12][C:11]=2[F:20])=[CH:5][C:6]=1[C:7]([NH2:9])=[O:8].Cl[C:22]1[CH:27]=[CH:26][N:25]=[C:24]([CH2:28][N:29]2[CH2:34][CH2:33][O:32][CH2:31][CH:30]2[CH2:35][F:36])[N:23]=1>>[F:20][C:11]1[CH:12]=[C:13]([C:16]([OH:19])([CH3:17])[CH3:18])[CH:14]=[CH:15][C:10]=1[C:4]1[S:3][C:2]([NH:1][C:26]2[CH:27]=[CH:22][N:23]=[C:24]([CH2:28][N:29]3[CH2:34][CH2:33][O:32][CH2:31][CH:30]3[CH2:35][F:36])[N:25]=2)=[C:6]([C:7]([NH2:9])=[O:8])[CH:5]=1. Procedure: The title compound was prepared as described in Example 1 using 2-amino-5-[2-fluoro-4-(1-hydroxy-1-methylethyl)phenyl]thiophene-3-carboxamide (26 mg, 0.09 mmol) and 4-[(4-chloropyrimidin-2-yl)methyl]-3-(fluoromethyl)morpholine (21.70 mg, 0.09 mmol) as starting materials. The reactants are CN, CC(C(=O)Cl)(c1ccc(Cl)cc1)c1ccc(-n2ncc(=O)[nH]c2=O)cc1Cl, ClCCl, Cl, O. Product: CNC(=O)C(C)(c1ccc(Cl)cc1)c1ccc(-n2ncc(=O)[nH]c2=O)cc1Cl. Reaction SMILES: [CH3:28][NH2:29].[Cl:1][c:2]1[c:3]([C:16]([C:17](=[O:18])[Cl:19])([CH3:20])[c:21]2[cH:22][cH:23][c:24]([Cl:27])[cH:25][cH:26]2)[cH:4][cH:5][c:6](-[n:8]2[n:9][cH:10][c:11](=[O:15])[nH:12][c:13]2=[O:14])[cH:7]1.[Cl:32][CH2:33][Cl:34].[ClH:31].[OH2:30]>>[Cl:1][c:2]1[c:3]([C:16]([C:17](=[O:18])[NH:29][CH3:28])([CH3:20])[c:21]2[cH:22][cH:23][c:24]([Cl:27])[cH:25][cH:26]2)[cH:4][cH:5][c:6](-[n:8]2[n:9][cH:10][c:11](=[O:15])[nH:12][c:13]2=[O:14])[cH:7]1.